This data is from the Open Reaction Database (ORD), a public repository of structured organic reaction records. The task is: describe an organic reaction: reactants, conditions, products, and yield The reactants are ClC=1C=C(C=CC1)[C@H]1C=CC(N([C@@H]1C1=CC=C(C=C1)Cl)C(C1CC1)C1CC1)=O ((5R,6S)-5-(3-chlorophenyl)-6-(4-chlorophenyl)-1-(dicyclopropylmethyl)-5,6-dihydropyridin-2(1H)-one), [H][H] (hydrogen). The reagents and catalysts are C1CCC(CC1)P(C2CCCCC2)C3CCCCC3.C1/C=C\CC/C=C\C1.C1=CC=NC=C1.F[P-](F)(F)(F)(F)F.[Ir] ((1,5-cyclooctadiene)(pyridine) (tricyclohexylphosphine)iridium (i) hexafluorophosphate), C1CCC(CC1)P(C2CCCCC2)C3CCCCC3.C1/C=C\CC/C=C\C1.C1=CC=NC=C1.F[P-](F)(F)(F)(F)F.[Ir] ((1,5-cyclooctadiene)(pyridine) (tricyclohexylphosphine)iridium (i) hexafluorophosphate). The solvent is C(Cl)Cl (DCM). Reaction conditions: time 2 hour. Product: ClC=1C=C(C=CC1)[C@H]1CCC(N([C@@H]1C1=CC=C(C=C1)Cl)C(C1CC1)C1CC1)=O ((5R,6S)-5-(3-chlorophenyl)-6-(4-chlorophenyl)-1-(dicyclopropylmethyl)piperidin-2-one). As a reaction SMILES: [Cl:1][C:2]1[CH:3]=[C:4]([C@@H:8]2[C@@H:13]([C:14]3[CH:19]=[CH:18][C:17]([Cl:20])=[CH:16][CH:15]=3)[N:12]([CH:21]([CH:25]3[CH2:27][CH2:26]3)[CH:22]3[CH2:24][CH2:23]3)[C:11](=[O:28])[CH:10]=[CH:9]2)[CH:5]=[CH:6][CH:7]=1.[H][H]>C(Cl)Cl.C1CCC(P(C2CCCCC2)C2CCCCC2)CC1.C1CC=CCCC=C1.C1C=CN=CC=1.F[P-](F)(F)(F)(F)F.[Ir]>[Cl:1][C:2]1[CH:3]=[C:4]([C@@H:8]2[C@@H:13]([C:14]3[CH:15]=[CH:16][C:17]([Cl:20])=[CH:18][CH:19]=3)[N:12]([CH:21]([CH:22]3[CH2:24][CH2:23]3)[CH:25]3[CH2:27][CH2:26]3)[C:11](=[O:28])[CH2:10][CH2:9]2)[CH:5]=[CH:6][CH:7]=1 |f:3.4.5.6.7|. Procedure: A solution of (5R,6S)-5-(3-chlorophenyl)-6-(4-chlorophenyl)-1-(dicyclopropylmethyl)-5,6-dihydropyridin-2(1H)-one (Example 115, Step H, 0.826 g, 2.003 mmol) and (1,5-cyclooctadiene)(pyridine) (tricyclohexylphosphine)iridium (i) hexafluorophosphate (0.129 g, 0.160 mmol) in DCM (60.0 ml) was saturated with hydrogen. The resulting mixture was stirred at rt under a hydrogen atmosphere for 2 h, then another 66.0 mg of (1,5-cyclooctadiene)(pyridine) (tricyclohexylphosphine)iridium (i) hexafluorophospha... Yield: 95.6%. RXN SMILES: [O-]CC.[Na+].C(O)C.[OH:8][C:9]1[CH:14]=[CH:13][C:12]([CH2:15][CH2:16][CH2:17][C:18]([OH:20])=[O:19])=[CH:11][CH:10]=1.Br[C:22]([CH3:29])([CH3:28])[C:23]([O:25][CH2:26][CH3:27])=[O:24]>C(OCC)(=O)C>[CH2:26]([O:25][C:23]([C:22]([CH3:29])([O:8][C:9]1[CH:10]=[CH:11][C:12]([CH2:15][CH2:16][CH2:17][C:18]([OH:20])=[O:19])=[CH:13][CH:14]=1)[CH3:28])=[O:24])[CH3:27] |f:0.1|. The product is C(C)OC(=O)C(C)(OC1=CC=C(C=C1)CCCC(=O)O)C (4-[4-(1-Ethoxycarbonyl-1-methylethoxy)phenyl]butyric acid). Starting materials: [O-]CC.[Na+] (sodium ethoxide), [O-]CC.[Na+] (sodium ethoxide), C(C)O (ethanol), BrC(C(=O)OCC)(C)C (ethyl 2-bromoisobutyrate), 2-L, [O-]CC.[Na+] (sodium ethoxide), C(C)O (ethanol), OC1=CC=C(C=C1)CCCC(=O)O (4-(4-hydroxyphenyl)butyric acid). Run at temperature 7.5 celsius, time 8 hour. Reported procedure: A 12-L 3-neck round-bottom flask was equipped with an overhead air-driven stirrer apparatus, condenser, nitrogen inlet, thermometer/thermocouple, and heating mantle. The flask was charged with ethyl acetate (450 mL) and 21% (wt.) sodium ethoxide in ethanol solution (3318 mL, 8.87 moles, 2 eq). The resulting mixture was heated to reflux under a nitrogen atmosphere and maintained at reflux for 30 min. The mixture was then allowed to cool slightly below reflux, and 4-(4-hydroxyphenyl)butyric acid (... Solvent: C(C)(=O)OCC (ethyl acetate). The reactants are O=C([O-])O, CN(C)C=O, Cc1nc2ccc(C(=O)NCc3ccccn3)cc2[nH]1, ClC(Cl)Cl, [Na+], O=[N+]([O-])c1ccc(CBr)cc1, O. Product: Cc1nc2cc(C(=O)NCc3ccccn3)ccc2n1Cc1ccc([N+](=O)[O-])cc1. RXN SMILES: [C:17](=[O:18])([OH:19])[O-:20].[CH3:1][N:2]([CH3:3])[CH:4]=[O:5].[CH3:22][c:23]1[nH:24][c:25]2[c:26]([n:27]1)[cH:28][cH:29][c:30]([C:32]([NH:33][CH2:34][c:35]1[n:36][cH:37][cH:38][cH:39][cH:40]1)=[O:41])[cH:31]2.[CH:43]([Cl:44])([Cl:45])[Cl:46].[Na+:21].[O-:6][N+:7](=[O:8])[c:9]1[cH:10][cH:11][c:12]([CH2:13][Br:14])[cH:15][cH:16]1.[OH2:42]>>[O-:6][N+:7](=[O:8])[c:9]1[cH:10][cH:11][c:12]([CH2:13][n:27]2[c:23]([CH3:22])[n:24][c:25]3[c:26]2[cH:28][cH:29][c:30]([C:32]([NH:33][CH2:34][c:35]2[n:36][cH:37][cH:38][cH:39][cH:40]2)=[O:41])[cH:31]3)[cH:15][cH:16]1.